describe an organic reaction: reactants, conditions, products, and yield From a dataset of the Open Reaction Database (ORD), a public repository of structured organic reaction records. The reactants are C(CCC)C=1SC2=C(N1)C(CCC2)C(=O)OCC (2-n-Butyl-4-ethoxycarbonyl-4,5,6,7-tetrahydrobenzo[d]thiazole), AlLiH4. Run in CCOCC (ether). The product is C(CCC)C=1SC2=C(N1)C(CCC2)CO (2-n-Butyl-4-hydroxymethyl-4,5,6,7-tetrahydrobenzo[d]thiazole). Isolated yield 48.0%. As a reaction SMILES: [CH2:1]([C:5]1[S:6][C:7]2[CH2:13][CH2:12][CH2:11][CH:10]([C:14](OCC)=[O:15])[C:8]=2[N:9]=1)[CH2:2][CH2:3][CH3:4]>CCOCC>[CH2:1]([C:5]1[S:6][C:7]2[CH2:13][CH2:12][CH2:11][CH:10]([CH2:14][OH:15])[C:8]=2[N:9]=1)[CH2:2][CH2:3][CH3:4]. Procedure details: The compound is prepared by reduction of the above derivative (III), with AlLiH4 in ether at room temperature. B.p.0.6 =130°-132° C. Yield:48%. The reactants are C(#N)NC(=NCCSCC1=NC=CC=C1OCCOCC1=CC=CC=C1)NC (N-Cyano-N'-methyl-N"-[2-((3-(2-benzyloxyethoxy)-2-pyridyl)methylthio)ethyl]guanidine). The reagents and catalysts are [Pd] (palladium on charcoal). The product is C(#N)NC(=NCCSCC1=NC=CC=C1OCCO)NC (N-cyano-N'-methyl-N"-[2-((3-(2-hydroxyethoxy)-2-pyridyl)methylthio)ethyl]guanidine). Reaction SMILES: [C:1]([NH:3][C:4]([NH:27][CH3:28])=[N:5][CH2:6][CH2:7][S:8][CH2:9][C:10]1[C:15]([O:16][CH2:17][CH2:18][O:19]CC2C=CC=CC=2)=[CH:14][CH:13]=[CH:12][N:11]=1)#[N:2]>[Pd]>[C:1]([NH:3][C:4]([NH:27][CH3:28])=[N:5][CH2:6][CH2:7][S:8][CH2:9][C:10]1[C:15]([O:16][CH2:17][CH2:18][OH:19])=[CH:14][CH:13]=[CH:12][N:11]=1)#[N:2]. Procedure details: N-Cyano-N'-methyl-N"-[2-((3-(2-benzyloxyethoxy)-2-pyridyl)methylthio)ethyl]guanidine which may be hydrogenolysed using palladium on charcoal catalyst to give N-cyano-N'-methyl-N"-[2-((3-(2-hydroxyethoxy)-2-pyridyl)methylthio)ethyl]guanidine